From a dataset of the Open Reaction Database (ORD), a public repository of structured organic reaction records. describe an organic reaction: reactants, conditions, products, and yield Starting materials: ClC1=C(C(=O)O)C(=CC=C1)F (2-chloro-6-fluorobenzoic acid), FC1(CCC(CC1)(C=1C=NC(=CC1)F)CN)F (C-[4,4-difluoro-1-(6-fluoro-pyridin-3-yl)-cyclohexyl]-methylamine). Product: ClC1=C(C(=O)NCC2(CCC(CC2)(F)F)C=2C=NC(=CC2)F)C(=CC=C1)F (2-Chloro-N-[[4,4-difluoro-1-(6-fluoro-3-pyridyl)cyclohexyl]methyl]-6-fluoro-benzamide). As a reaction SMILES: [Cl:1][C:2]1[CH:10]=[CH:9][CH:8]=[C:7]([F:11])[C:3]=1[C:4]([OH:6])=O.[F:12][C:13]1([F:28])[CH2:18][CH2:17][C:16]([CH2:26][NH2:27])([C:19]2[CH:20]=[N:21][C:22]([F:25])=[CH:23][CH:24]=2)[CH2:15][CH2:14]1>>[Cl:1][C:2]1[CH:10]=[CH:9][CH:8]=[C:7]([F:11])[C:3]=1[C:4]([NH:27][CH2:26][C:16]1([C:19]2[CH:20]=[N:21][C:22]([F:25])=[CH:23][CH:24]=2)[CH2:17][CH2:18][C:13]([F:12])([F:28])[CH2:14][CH2:15]1)=[O:6]. Procedure details: From 2-chloro-6-fluorobenzoic acid and C-[4,4-difluoro-1-(6-fluoro-pyridin-3-yl)-cyclohexyl]-methylamine. LCMS (MH+): m/z=401.1, tR (minutes, Method C)=1.07 Starting materials: BrB(Br)Br, COC(=O)c1cc2cc(OC)ccc2s1, ClCCl. The product is COC(=O)c1cc2cc(O)ccc2s1. RXN SMILES: [B:16]([Br:17])([Br:18])[Br:19].[CH3:1][O:2][C:3](=[O:4])[c:5]1[cH:6][c:7]2[c:8]([s:9]1)[cH:10][cH:11][c:12]([O:14][CH3:15])[cH:13]2.[Cl:20][CH2:21][Cl:22]>>[CH3:1][O:2][C:3](=[O:4])[c:5]1[cH:6][c:7]2[c:8]([s:9]1)[cH:10][cH:11][c:12]([OH:14])[cH:13]2.